This data is from the Open Reaction Database (ORD), a public repository of structured organic reaction records. The task is: describe an organic reaction: reactants, conditions, products, and yield The reactants are O=C([O-])[O-], CNC(=O)c1c(-c2ccc(C)cc2)oc2nc(N(CCCC(C)C(=O)N3C(=O)OCC3Cc3ccccc3)S(C)(=O)=O)c(I)cc12, Cc1ccccc1, OB(O)C1CC1, [Na+], [Na+], CC(=O)[O-], CC(=O)[O-], [Pd+2]. Yields the product CNC(=O)c1c(-c2ccc(C)cc2)oc2nc(N(CCCC(C)C(=O)N3C(=O)OCC3Cc3ccccc3)S(C)(=O)=O)c(C3CC3)cc12. Reaction SMILES: [C:47](=[O:48])([O-:49])[O-:50].[CH2:1]([c:2]1[cH:3][cH:4][cH:5][cH:6][cH:7]1)[CH:8]1[N:9]([C:14]([CH:15]([CH2:16][CH2:17][CH2:18][N:19]([S:20](=[O:21])(=[O:22])[CH3:23])[c:24]2[c:25]([I:44])[cH:26][c:27]3[c:28]([n:29]2)[o:30][c:31](-[c:37]2[cH:38][cH:39][c:40]([CH3:43])[cH:41][cH:42]2)[c:32]3[C:33](=[O:34])[NH:35][CH3:36])[CH3:45])=[O:46])[C:10](=[O:13])[O:11][CH2:12]1.[CH3:59][c:60]1[cH:61][cH:62][cH:63][cH:64][cH:65]1.[CH:53]1([B:56]([OH:57])[OH:58])[CH2:54][CH2:55]1.[Na+:51].[Na+:52].[O-:67][C:68]([CH3:69])=[O:70].[O-:71][C:72]([CH3:73])=[O:74].[Pd+2:66]>>[CH2:1]([c:2]1[cH:3][cH:4][cH:5][cH:6][cH:7]1)[CH:8]1[N:9]([C:14]([CH:15]([CH2:16][CH2:17][CH2:18][N:19]([S:20](=[O:21])(=[O:22])[CH3:23])[c:24]2[c:25]([CH:53]3[CH2:54][CH2:55]3)[cH:26][c:27]3[c:28]([n:29]2)[o:30][c:31](-[c:37]2[cH:38][cH:39][c:40]([CH3:43])[cH:41][cH:42]2)[c:32]3[C:33](=[O:34])[NH:35][CH3:36])[CH3:45])=[O:46])[C:10](=[O:13])[O:11][CH2:12]1. Product: C(C)OC1=CC2=C(NC(CC(=N2)C2=CC(=CC=C2)C2=CC(=NC=C2)N2CCCC2)=O)C=C1C(F)(F)F (7-Ethoxy-4-[3-(2-pyrrolidin-1-yl-pyridin-4-yl)-phenyl]-8-trifluoromethyl-1,3-dihydro-benzo[b][1,4]diazepin-2-one), solid. Run in C(Cl)Cl (CH2Cl2). RXN SMILES: C(OC(=O)[NH:7][C:8]1[CH:13]=[C:12]([O:14][CH2:15][CH3:16])[C:11]([C:17]([F:20])([F:19])[F:18])=[CH:10][C:9]=1[NH:21][C:22](=[O:43])[CH2:23][C:24](=O)[C:25]1[CH:30]=[CH:29][CH:28]=[C:27]([C:31]2[CH:36]=[CH:35][N:34]=[C:33]([N:37]3[CH2:41][CH2:40][CH2:39][CH2:38]3)[CH:32]=2)[CH:26]=1)(C)(C)C.C(O)(C(F)(F)F)=O>C(Cl)Cl>[CH2:15]([O:14][C:12]1[C:11]([C:17]([F:20])([F:18])[F:19])=[CH:10][C:9]2[NH:21][C:22](=[O:43])[CH2:23][C:24]([C:25]3[CH:30]=[CH:29][CH:28]=[C:27]([C:31]4[CH:36]=[CH:35][N:34]=[C:33]([N:37]5[CH2:38][CH2:39][CH2:40][CH2:41]5)[CH:32]=4)[CH:26]=3)=[N:7][C:8]=2[CH:13]=1)[CH3:16]. Starting materials: C(C)(C)(C)OC(NC1=C(C=C(C(=C1)OCC)C(F)(F)F)NC(CC(C1=CC(=CC=C1)C1=CC(=NC=C1)N1CCCC1)=O)=O)=O ((5-ethoxy-2-{3-oxo-3-[3-(2-pyrrolidin-1-yl-pyridin-4-yl)-phenyl]-propionylamino}-4-trifluoromethyl-phenyl)-carbamic acid tert-butyl ester), C(=O)(C(F)(F)F)O (TFA). Reported procedure: The title compound was prepared from (5-ethoxy-2-{3-oxo-3-[3-(2-pyrrolidin-1-yl-pyridin-4-yl)-phenyl]-propionylamino}-4-trifluoromethyl-phenyl)-carbamic acid tert-butyl ester (Example M292) (337 mg, 0.55 mmol) by treatment with TFA in CH2Cl2 according to the general procedure N. Obtained as a yellow solid (142 mg, 52%). Isolated yield 52.0%.